From a dataset of the Open Reaction Database (ORD), a public repository of structured organic reaction records. describe an organic reaction: reactants, conditions, products, and yield The reactants are Cc1cc(O)ccc1CCCCn1ccnn1, CN(C)C=O, Cc1nc(-c2ccc(C(F)(F)F)cc2F)ccc1CCl, [H-], [Na+], O. Yields the product Cc1cc(OCc2ccc(-c3ccc(C(F)(F)F)cc3F)nc2C)ccc1CCCCn1ccnn1. RXN SMILES: [CH3:1][c:2]1[cH:3][c:4]([OH:17])[cH:5][cH:6][c:7]1[CH2:8][CH2:9][CH2:10][CH2:11][n:12]1[n:13][n:14][cH:15][cH:16]1.[CH3:41][N:42]([CH3:43])[CH:44]=[O:45].[Cl:20][CH2:21][c:22]1[c:23]([CH3:39])[n:24][c:25](-[c:28]2[c:29]([F:38])[cH:30][c:31]([C:34]([F:35])([F:36])[F:37])[cH:32][cH:33]2)[cH:26][cH:27]1.[H-:18].[Na+:19].[OH2:40]>>[CH3:1][c:2]1[cH:3][c:4]([O:17][CH2:21][c:22]2[c:23]([CH3:39])[n:24][c:25](-[c:28]3[c:29]([F:38])[cH:30][c:31]([C:34]([F:35])([F:36])[F:37])[cH:32][cH:33]3)[cH:26][cH:27]2)[cH:5][cH:6][c:7]1[CH2:8][CH2:9][CH2:10][CH2:11][n:12]1[n:13][n:14][cH:15][cH:16]1. The reactants are ClC=1C=CC(=NC1)NC(=O)C1=C(C=CC(=C1)Cl)NC(=O)C1=CC=C(C=C1)S(=O)(=NC(CCl)=O)C (S-[4-(N-{2-[N-(5-chloro(2-pyridyl))carbamoyl]-4-chlorophenyl}carbamoyl)phenyl]-S-methyl-N-chloroacetyl Sulfoximide), CNC (dimethylamine). Run in O (water), CN(C)C=O (DMF). Conditions: temperature 27.5 celsius, time 12 hour. The product is ClC=1C=CC(=NC1)NC(=O)C1=C(C=CC(=C1)Cl)NC(=O)C1=CC=C(C=C1)S(=O)(=NC(CN(C)C)=O)C (S-[4-(N-{2-[N-(5-chloro(2-pyridyl))carbamoyl]-4-chlorophenyl}carbamoyl)phenyl]-S-methyl-N-(2-dimethylamino-acetyl)sulfoximide). Isolated yield 56.3%. RXN SMILES: [Cl:1][C:2]1[CH:3]=[CH:4][C:5]([NH:8][C:9]([C:11]2[CH:16]=[C:15]([Cl:17])[CH:14]=[CH:13][C:12]=2[NH:18][C:19]([C:21]2[CH:26]=[CH:25][C:24]([S:27]([CH3:34])(=[N:29][C:30](=[O:33])[CH2:31]Cl)=[O:28])=[CH:23][CH:22]=2)=[O:20])=[O:10])=[N:6][CH:7]=1.[CH3:35][NH:36][CH3:37]>CN(C=O)C.O>[Cl:1][C:2]1[CH:3]=[CH:4][C:5]([NH:8][C:9]([C:11]2[CH:16]=[C:15]([Cl:17])[CH:14]=[CH:13][C:12]=2[NH:18][C:19]([C:21]2[CH:22]=[CH:23][C:24]([S:27]([CH3:34])(=[N:29][C:30](=[O:33])[CH2:31][N:36]([CH3:37])[CH3:35])=[O:28])=[CH:25][CH:26]=2)=[O:20])=[O:10])=[N:6][CH:7]=1. Reported procedure: To a stirring solution of S-[4-(N-{2-[N-(5-chloro(2-pyridyl))carbamoyl]-4-chlorophenyl}carbamoyl)phenyl]-S-methyl-N-chloroacetyl sulfoximide (100 mg, 0.185 mmol, Example 6) in DMF (0.2 mL) was added 50% aqueous dimethylamine solution (164 mg, 0.162 mmol) followed by catalytic amount of KI. The reaction mixture was stirred at 25-30° C. for 12 hr and then diluted with water (5 mL). Filtration and drying afforded 50 mg of titled compound in 49% yield. Starting materials: COC1=C(C(=O)N[C@@H]2[C@H](CCC2)NC2=NC=C(N=C2)C(F)(F)F)C=C(C=C1)C (2-Methoxy-5-methyl-N-[(1S,2S)-2-{[5-(trifluoromethyl)pyrazin-2-yl]amino}cyclopentyl]benzamide), FC=1C(=C(C(=O)O)C=CC1)N1N=CC=N1 (3-fluoro-2-(2H-1,2,3-triazol-2-yl)benzoic acid), Cl.FC(C=1N=CC(=NC1)N[C@@H]1[C@H](CCC1)N)(F)F ((1S,2S)-1-N-[5-(trifluoromethyl)pyrazin-2-yl]cyclopentane-1,2-diamine hydrochloride), Cl.FC(C=1N=CC(=NC1)N[C@@H]1[C@H](CCC1)N)(F)F ((1S,2S)-1-N-[5-(trifluoromethyl)pyrazin-2-yl]cyclopentane-1,2-diamine hydrochloride). Product: FC=1C(=C(C(=O)N[C@@H]2[C@H](CCC2)NC2=NC=C(N=C2)C(F)(F)F)C=CC1)N1N=CC=N1 (3-Fluoro-2-(2H-1,2,3-triazol-2-yl)-N-[(1S,2S)-2-{[5-(trifluoromethyl)pyrazin-2-yl]amino}cyclopentyl]benzamide). RXN SMILES: COC1C=CC(C)=CC=1C(N[C@H]1CCC[C@@H]1NC1C=NC(C(F)(F)F)=CN=1)=O.Cl.[F:30][C:31]([F:46])([F:45])[C:32]1[N:33]=[CH:34][C:35]([NH:38][C@H:39]2[CH2:43][CH2:42][CH2:41][C@@H:40]2[NH2:44])=[N:36][CH:37]=1.[F:47][C:48]1[C:49]([N:57]2[N:61]=[CH:60][CH:59]=[N:58]2)=[C:50]([CH:54]=[CH:55][CH:56]=1)[C:51](O)=[O:52]>>[F:47][C:48]1[C:49]([N:57]2[N:61]=[CH:60][CH:59]=[N:58]2)=[C:50]([CH:54]=[CH:55][CH:56]=1)[C:51]([NH:44][C@H:40]1[CH2:41][CH2:42][CH2:43][C@@H:39]1[NH:38][C:35]1[CH:34]=[N:33][C:32]([C:31]([F:30])([F:45])[F:46])=[CH:37][N:36]=1)=[O:52] |f:1.2|. Procedure: Prepared according to the procedure for 2-methoxy-5-methyl-N-[(1S,2S)-2-{[5-(trifluoromethyl)pyrazin-2-yl]amino}cyclopentyl]benzamide (Example 37) from (1S,2S)-1-N-[5-(trifluoromethyl)pyrazin-2-yl]cyclopentane-1,2-diamine hydrochloride (Intermediate 14; 126 mg, 0.45 mmol) and 3-fluoro-2-(2H-1,2,3-triazol-2-yl)benzoic acid (CAS number 1293284-51-1; 111 mg, 0.54 mmol) except this was purified by column chromatography (silica, 40-100% ethyl acetate/petrol) to afford the title compound. Starting materials: ClC1=C(C(=NC2=CC(=CC=C12)C(F)(F)F)C1=C(C=CC=C1)F)C (4-chloro-2-(2-fluorophenyl)-3-methyl-7-(trifluoromethyl)quinoline), O1CCN(CC1)C1=C(N)C=C(C=C1)N1CCOCC1 (2,5-dimorpholinoaniline), solution, Cl (HCl), O1CCOCC1 (dioxane). The solvent is CO (MeOH). Yields the product N1(CCOCC1)C1=C(C=C(C=C1)N1CCOCC1)NC1=C(C(=NC2=CC(=CC=C12)C(F)(F)F)C1=C(C=CC=C1)F)C (N-(2,5-Di-4-morpholinylphenyl)-2-(2-fluorophenyl)-3-methyl-7-(trifluoromethyl)-4-quinolinamine). RXN SMILES: Cl[C:2]1[C:11]2[C:6](=[CH:7][C:8]([C:12]([F:15])([F:14])[F:13])=[CH:9][CH:10]=2)[N:5]=[C:4]([C:16]2[CH:21]=[CH:20][CH:19]=[CH:18][C:17]=2[F:22])[C:3]=1[CH3:23].[O:24]1[CH2:29][CH2:28][N:27]([C:30]2[CH:36]=[CH:35][C:34]([N:37]3[CH2:42][CH2:41][O:40][CH2:39][CH2:38]3)=[CH:33][C:31]=2[NH2:32])[CH2:26][CH2:25]1.Cl.O1CCOCC1>CO>[N:27]1([C:30]2[CH:36]=[CH:35][C:34]([N:37]3[CH2:38][CH2:39][O:40][CH2:41][CH2:42]3)=[CH:33][C:31]=2[NH:32][C:2]2[C:11]3[C:6](=[CH:7][C:8]([C:12]([F:15])([F:14])[F:13])=[CH:9][CH:10]=3)[N:5]=[C:4]([C:16]3[CH:21]=[CH:20][CH:19]=[CH:18][C:17]=3[F:22])[C:3]=2[CH3:23])[CH2:28][CH2:29][O:24][CH2:25][CH2:26]1. Procedure details: Prepared according to general Procedure K using 4-chloro-2-(2-fluorophenyl)-3-methyl-7-(trifluoromethyl)quinoline (129 mg, 0.38 mmol), 2,5-dimorpholinoaniline (100 mg, 0.38 mmol) and a 4.0M solution of HCl in dioxane (0.095 mL, 0.38 mmol) in MeOH (1.0 mL) and heating in the microwave for 2 h at 150° C. After purification N-(2,5-di-4-morpholinylphenyl)-2-(2-fluorophenyl)-3-methyl-7-(trifluoromethyl)-4-quinolinamine was obtained as a yellow film. 1H NMR (400 MHz, chloroform-d) δ ppm 8.49 (1H, s), ... Product: OC[C@@H](C)NC(=O)C=1C=CC(=NC1)C(=O)N1CCN(CC1)C1=NC=CC=C1NC(C)C (5-[N-[(1R)-2-hydroxy-1-methylethyl]carbamoyl]-2-[1-[3-(isopropylamino)-2-pyridyl]piperazin-4-yl-carbonyl]pyridine). Reported procedure: By the same procedure as described in the example 1, synthesis was carried out starting with 6-[1-[3-(isopropylamino)-2-pyridyl]piperazine-4-yl-carbonyl]nicotinic acid and using (R)-(−)-2-amino-1-propanol. Then, the product was recrystallized with ethanol and hexane to give a desired compound. Reactants: C(C)(C)NC=1C(=NC=CC1)N1CCN(CC1)C(=O)C1=NC=C(C(=O)O)C=C1 (6-[1-[3-(isopropylamino)-2-pyridyl]piperazine-4-yl-carbonyl]nicotinic acid), N[C@@H](CO)C ((R)-(−)-2-amino-1-propanol). RXN SMILES: [CH:1]([NH:4][C:5]1[C:6]([N:11]2[CH2:16][CH2:15][N:14]([C:17]([C:19]3[CH:27]=[CH:26][C:22]([C:23]([OH:25])=O)=[CH:21][N:20]=3)=[O:18])[CH2:13][CH2:12]2)=[N:7][CH:8]=[CH:9][CH:10]=1)([CH3:3])[CH3:2].[NH2:28][C@H:29]([CH3:32])[CH2:30][OH:31]>>[OH:31][CH2:30][C@H:29]([NH:28][C:23]([C:22]1[CH:26]=[CH:27][C:19]([C:17]([N:14]2[CH2:15][CH2:16][N:11]([C:6]3[C:5]([NH:4][CH:1]([CH3:3])[CH3:2])=[CH:10][CH:9]=[CH:8][N:7]=3)[CH2:12][CH2:13]2)=[O:18])=[N:20][CH:21]=1)=[O:25])[CH3:32]. Isolated yield 80.0%. Starting materials: ClCCCl, CS(C)=O, Nc1c[nH]nc1C(=O)Nc1ccc(F)cc1, O=C(O)c1ccccc1F, On1nnc2ccccc21. Product: O=C(Nc1c[nH]nc1C(=O)Nc1ccc(F)cc1)c1ccccc1F. As a reaction SMILES: [CH2:27]([Cl:28])[CH2:29][Cl:30].[CH3:41][S:42]([CH3:43])=[O:44].[F:11][c:12]1[cH:13][cH:14][c:15]([NH:18][C:19](=[O:20])[c:21]2[n:22][nH:23][cH:24][c:25]2[NH2:26])[cH:16][cH:17]1.[OH:1][C:2](=[O:3])[c:4]1[cH:5][cH:6][cH:7][cH:8][c:9]1[F:10].[OH:31][n:32]1[c:33]2[c:34]([cH:35][cH:36][cH:37][cH:38]2)[n:39][n:40]1>>[C:2](=[O:3])([c:4]1[cH:5][cH:6][cH:7][cH:8][c:9]1[F:10])[NH:26][c:25]1[c:21]([C:19]([NH:18][c:15]2[cH:14][cH:13][c:12]([F:11])[cH:17][cH:16]2)=[O:20])[n:22][nH:23][cH:24]1.